This data is from the Open Reaction Database (ORD), a public repository of structured organic reaction records. The task is: describe an organic reaction: reactants, conditions, products, and yield Starting materials: CCCc1c(OCCCBr)ccc(C(C)=O)c1OC, CCOC(=O)C(=O)c1ccc(O)cc1, CN(C)C=O, [H-], [Na+]. Product: CCCc1c(OCCCOc2ccc(C(=O)C(=O)OCC)cc2)ccc(C(C)=O)c1OC. As a reaction SMILES: [Br:17][CH2:18][CH2:19][CH2:20][O:21][c:22]1[c:23]([CH2:33][CH2:34][CH3:35])[c:24]([O:31][CH3:32])[c:25]([C:28]([CH3:29])=[O:30])[cH:26][cH:27]1.[CH2:1]([CH3:2])[O:3][C:4]([C:5]([c:6]1[cH:7][cH:8][c:9]([OH:12])[cH:10][cH:11]1)=[O:13])=[O:14].[CH3:36][N:37]([CH3:38])[CH:39]=[O:40].[H-:15].[Na+:16]>>[CH2:1]([CH3:2])[O:3][C:4]([C:5]([c:6]1[cH:7][cH:8][c:9]([O:12][CH2:18][CH2:19][CH2:20][O:21][c:22]2[c:23]([CH2:33][CH2:34][CH3:35])[c:24]([O:31][CH3:32])[c:25]([C:28]([CH3:29])=[O:30])[cH:26][cH:27]2)[cH:10][cH:11]1)=[O:13])=[O:14]. The reactants are OC1=C(C=C(C=C1)C)NC(C1=C(C=CC(=C1)[N+](=O)[O-])F)=O (N-(2-hydroxy-5-methylphenyl)-2-fluoro-5-nitrobenzamide), O.C1(=CC=C(C=C1)S(=O)(=O)O)C (p-toluenesulfonic acid monohydrate). Product: [N+](=O)([O-])C=1C=C(C(=CC1)F)C=1OC2=C(N1)C=C(C=C2)C (2-(3-Nitro-6-fluorophenyl)-5-methylbenzoxazole). RXN SMILES: O[C:2]1[CH:7]=[CH:6][C:5]([CH3:8])=[CH:4][C:3]=1[NH:9][C:10](=[O:21])[C:11]1[CH:16]=[C:15]([N+:17]([O-:19])=[O:18])[CH:14]=[CH:13][C:12]=1[F:20].O.C1(C)C=CC(S(O)(=O)=O)=CC=1>>[N+:17]([C:15]1[CH:16]=[C:11]([C:10]2[O:21][C:2]3[CH:7]=[CH:6][C:5]([CH3:8])=[CH:4][C:3]=3[N:9]=2)[C:12]([F:20])=[CH:13][CH:14]=1)([O-:19])=[O:18] |f:1.2|. Procedure details: Prepared by the method of Example 15b), from N-(2-hydroxy-5-methylphenyl)-2-fluoro-5-nitrobenzamide (667 mg, 2.3 mmol) and p-toluenesulfonic acid monohydrate (961 g, 5.1 mmol) the subtitle compound was obtained (345 mg, 55%). 1H NMR (DMSO) δ 8.92(m, 1H), 8.50(m, 1H), 7.79(t, 1H), 7.67(d, 1H), 7.39(t, 1H), 7.28(d, 1H), 2.60(s, 3H). The reactants are NC1=CC=NN1CCCO (5-Amino-1-(3-hydroxypropyl)pyrazole), C(C)(=O)OC(C)=O (acetic anhydride), C(=O)O (formic acid), ice water, C([O-])([O-])=O.[K+].[K+] (potassium carbonate). Solvent: O1CCCC1 (tetrahydrofuran), C(C)(=O)OCC (ethyl acetate). Reaction conditions: time 2 hour. Yields the product C(=O)NC1=CC=NN1CCCOC=O (5-formamido-1-(3-formyloxypropyl)pyrazole). Reaction SMILES: [NH2:1][C:2]1[N:6]([CH2:7][CH2:8][CH2:9][OH:10])[N:5]=[CH:4][CH:3]=1.[C:11](OC(=O)C)(=[O:13])C.[CH:18](O)=[O:19].C(=O)([O-])[O-].[K+].[K+]>O1CCCC1.C(OCC)(=O)C>[CH:11]([NH:1][C:2]1[N:6]([CH2:7][CH2:8][CH2:9][O:10][CH:18]=[O:19])[N:5]=[CH:4][CH:3]=1)=[O:13] |f:3.4.5|. Procedure details: 5-Amino-1-(3-hydroxypropyl)pyrazole (5.3 g) was added to a mixture of acetic anhydride (8.86 ml) and formic acid (7.08 ml) under ice-cooling. The mixture was stirred for two hours at room temperature. The reaction mixture was added to a mixture of ice-water (30 ml), ethyl acetate (30 ml) and tetrahydrofuran (60 ml), and an aqueous solution of potassium carbonate was added thereto to adjust the pH of the mixture to 7. The organic layer was separated and dried over magnesium sulfate. The magnesium... The reactants are C(C1=CC=CC=C1)OC1=C(C=C(C=C1)C(C)(C)C)C(C=O)(C)C (2-(2-(benzyloxy)-5-tert-butylphenyl)-2-methylpropanal), [BH4-].[Na+] (NaBH4), Cl (HCl). Run in CO (MeOH). Conditions: temperature 20 celsius, time 3 hour. Product: C(C1=CC=CC=C1)OC1=C(C=C(C=C1)C(C)(C)C)C(CO)(C)C (2-(2-(benzyloxy)-5-tert-butylphenyl)-2-methylpropan-1-ol). Reaction SMILES: [CH2:1]([O:8][C:9]1[CH:14]=[CH:13][C:12]([C:15]([CH3:18])([CH3:17])[CH3:16])=[CH:11][C:10]=1[C:19]([CH3:23])([CH3:22])[CH:20]=[O:21])[C:2]1[CH:7]=[CH:6][CH:5]=[CH:4][CH:3]=1.[BH4-].[Na+].Cl>CO>[CH2:1]([O:8][C:9]1[CH:14]=[CH:13][C:12]([C:15]([CH3:18])([CH3:16])[CH3:17])=[CH:11][C:10]=1[C:19]([CH3:23])([CH3:22])[CH2:20][OH:21])[C:2]1[CH:3]=[CH:4][CH:5]=[CH:6][CH:7]=1 |f:1.2|. Procedure details: To a stirred solution of compound 8 (9.21 g, 0.030 mol) in MeOH (150 mL) was added slowly NaBH4 (2.3 g, 0.061 mol) at 0° C. After the mixture was stirred at 20° C. for 3 hours, 12 mL of 6 N HCl was added, and the mixture was stirred for an additional 30 minutes. The solution was then concentrated to about one-quarter of the original volume and extracted with EtOAc. The organic layer was separated and washed with water and brine, dried with Na2SO4, filtered, and then concentrated in vacuo to affo...